From a dataset of the Open Reaction Database (ORD), a public repository of structured organic reaction records. describe an organic reaction: reactants, conditions, products, and yield The reactants are C(C(=O)OCC)(=O)OCC (diethyl oxalate), Cl (hydrochloric acid), C(C)(C)(C)OC(=O)NCCNC(NN)=S (4-(2-tert.-Butoxycarbonylamino-ethyl)-thiosemicarbazide), [Na] (sodium). The solvent is CO (methanol), O (water). Reaction conditions: time 2 hour. Yields the product C(C)(C)(C)OC(=O)NCCN1C(NNC(C1=O)=O)=S (4-(2-tert.-butoxycarbonylamino-ethyl)-5,6-dioxo-3-thioxoperhydro-1,2,4-triazine). Yield: 43.1%. As a reaction SMILES: [C:1]([O:5][C:6]([NH:8][CH2:9][CH2:10][NH:11][C:12](=[S:15])[NH:13][NH2:14])=[O:7])([CH3:4])([CH3:3])[CH3:2].[Na].[C:17](OCC)(=[O:23])[C:18](OCC)=[O:19].Cl>CO.O>[C:1]([O:5][C:6]([NH:8][CH2:9][CH2:10][N:11]1[C:18](=[O:19])[C:17](=[O:23])[NH:14][NH:13][C:12]1=[S:15])=[O:7])([CH3:4])([CH3:2])[CH3:3] |^1:15|. Procedure details: 4-(2-tert.-Butoxycarbonylamino-ethyl)-thiosemicarbazide (9.37 g) is added to a solution of sodium (0.92 g) in methanol (40 cc) at 20° C., and diethyl oxalate (5.4 g) is then introduced dropwise in the course of 10 minutes. The mixture is heated under reflux for 3 hours. It is allowed to cool, water (100 cc) is added, concentrated hydrochloric acid (3 cc) is introduced dropwise, the mixture is extracted with ethyl acetate (2×100 cc) and the extract is washed with a saturated sodium chloride solut...